This data is from the Open Reaction Database (ORD), a public repository of structured organic reaction records. The task is: describe an organic reaction: reactants, conditions, products, and yield Reaction SMILES: [Br-:11].[C:1]([c:2]1[cH:3][cH:4][c:5]([C:6]#[N:7])[cH:8][cH:9]1)#[N:10].[CH2:12]([CH3:13])[Mg+:14].[CH2:15]1[O:16][CH2:17][CH2:18][CH2:19]1.[Cl:20][CH2:21][Cl:22]>>[C:1]([c:2]1[cH:3][cH:4][c:5]([C:6]2([NH2:7])[CH2:12][CH2:13]2)[cH:8][cH:9]1)#[N:10]. The reactants are [Br-], N#Cc1ccc(C#N)cc1, CC[Mg+], C1CCOC1, ClCCl. The product is N#Cc1ccc(C2(N)CC2)cc1. Reactants: NC(=O)C1C2C=CC(C2)C1Nc1nc(Cl)ncc1Cl, CN1C(=O)CCC(C)(C)c2cc(N)ccc21. Product: CN1C(=O)CCC(C)(C)c2cc(Nc3ncc(Cl)c(NC4C5C=CC(C5)C4C(N)=O)n3)ccc21. Reaction SMILES: [Cl:17][c:18]1[n:19][cH:20][c:21]([Cl:35])[c:22]([NH:24][CH:25]2[CH:26]([C:32](=[O:33])[NH2:34])[CH:27]3[CH:28]=[CH:29][CH:30]2[CH2:31]3)[n:23]1.[NH2:1][c:2]1[cH:3][c:4]2[c:5]([cH:15][cH:16]1)[N:6]([CH3:14])[C:7](=[O:13])[CH2:8][CH2:9][C:10]2([CH3:11])[CH3:12]>>[NH:1]([c:2]1[cH:3][c:4]2[c:5]([cH:15][cH:16]1)[N:6]([CH3:14])[C:7](=[O:13])[CH2:8][CH2:9][C:10]2([CH3:11])[CH3:12])[c:18]1[n:19][cH:20][c:21]([Cl:35])[c:22]([NH:24][CH:25]2[CH:26]([C:32](=[O:33])[NH2:34])[CH:27]3[CH:28]=[CH:29][CH:30]2[CH2:31]3)[n:23]1. The reactants are Cc1ccc(S(=O)(=O)OCC2Cc3cccc(-c4ccccc4F)c3O2)cc1, Cl, [N-]=[N+]=[N-], [N-]=[N+]=[N-], [N-]=[N+]=NCC1Cc2cccc(-c3ccccc3F)c2O1, [Na+]. Product: NCC1Cc2cccc(-c3ccccc3F)c2O1. RXN SMILES: [CH3:1][c:2]1[cH:3][cH:4][c:5]([S:6]([O:7][CH2:8][CH:9]2[CH2:10][c:11]3[cH:12][cH:13][cH:14][c:15](-[c:16]4[cH:17][cH:18][cH:19][cH:20][c:21]4[F:22])[c:23]3[O:24]2)(=[O:25])=[O:26])[cH:27][cH:28]1.[ClH:56].[N-:30]=[N+:31]=[N-:32].[N-:53]=[N+:54]=[N-:55].[N:33](=[N+:34]=[N-:35])[CH2:36][CH:37]1[O:38][c:39]2[c:40]([cH:42][cH:43][cH:44][c:45]2-[c:46]2[c:47]([F:52])[cH:48][cH:49][cH:50][cH:51]2)[CH2:41]1.[Na+:29]>>[NH2:33][CH2:36][CH:37]1[O:38][c:39]2[c:40]([cH:42][cH:43][cH:44][c:45]2-[c:46]2[c:47]([F:52])[cH:48][cH:49][cH:50][cH:51]2)[CH2:41]1. The reactants are C1=CC=CC=C1 (benzene), FC(C(=O)OI(C(C(F)(F)F)(F)F)OC(C(F)(F)F)=O)(F)F (di(trifluoroacetoxy)iodopentafluoroethane), FC(C(=O)O)(F)F (trifluoroacetic acid), FC(S(=O)(=O)O)(F)F (trifluoromethanesulfonic acid). The product is FC(S(=O)(=O)[O-])(F)F.FC(C(F)(F)F)(F)[I+]C1=CC=CC=C1 (pentafluoroethylphenyliodonium trifluoromethanesulfonate). The yield is 55.0%. RXN SMILES: FC(F)(F)C(O[I:6](OC(=O)C(F)(F)F)[C:7]([F:13])([F:12])[C:8]([F:11])([F:10])[F:9])=O.FC(F)(F)C(O)=O.[F:30][C:31]([F:37])([F:36])[S:32]([OH:35])(=[O:34])=[O:33].[CH:38]1[CH:43]=[CH:42][CH:41]=[CH:40][CH:39]=1>>[F:30][C:31]([F:37])([F:36])[S:32]([O-:35])(=[O:34])=[O:33].[F:13][C:7]([I+:6][C:38]1[CH:43]=[CH:42][CH:41]=[CH:40][CH:39]=1)([F:12])[C:8]([F:9])([F:10])[F:11] |f:4.5|. Procedure details: To a mixture of 6.05 g of di(trifluoroacetoxy)iodopentafluoroethane and 45 ml of trifluoroacetic acid was added 1.1 ml of trifluoromethanesulfonic acid while cooling in an ice bath and stirring, and thereafter 1.2 ml of benzene was added dropwise to the mixture. After completion of the addition, the mixture was stirred for 4.5 hours and the solvent was distilled off to obtain a crystalline solid which was then recrystallized from chloroform to obtain 3.32 g (55% yield) of pentafluoroethylphenyli... The reactants are C(C)C1C(CC(C(C(OC(C2CCCCN2C(C(C2(C(CC(C(C(CC(CC(=C1)C)C)OC)O2)OC)C)O)=O)=O)=O)C(=CC2CC(C(CC2)O[Si](C)(C)C(C)(C)C)OC)C)C)O[Si](C)(C)C(C)(C)C)(C)O (17-ethyl-14-t-butyldimethylsilyloxy-1,16-dihydroxy-12-[2'-(4"-t-butyldimethylsilyloxy-3"-methoxycyclohexyl)-1'-methylvinyl]-23,25-dimethoxy-16-methyl-13,19,21,27-tetramethyl-11,28-dioxa-4-azatricyclo[22.3.1.04,9 ]octacos-18-ene-2,3,10-trione). Solvent: solution, C(C)#N (acetonitrile). The product is C(C)C1C(CC(C(C(OC(C2CCCCN2C(C(C2(C(CC(C(C(CC(CC(=C1)C)C)OC)O2)OC)C)O)=O)=O)=O)C(=CC2CC(C(CC2)O)OC)C)C)O)(C)O (17-Ethyl-1,14,16-trihydroxy-12-[2'-(4"-hydroxy-3"-methoxycyclohexyl)-1'-methylvinyl]-23,25-dimethoxy-16-methyl-13,19,21,27-tetramethyl-11,28-dioxa-4-azatricyclo[22.3.1.04,9 ]octacos-18-ene-2,3,10-trione). Yield: 77.0%. RXN SMILES: [CH2:1]([CH:3]1[CH:29]=[C:28]([CH3:30])[CH2:27][CH:26]([CH3:31])[CH2:25][CH:24]([O:32][CH3:33])[CH:23]2[O:34][C:19]([OH:38])([CH:20]([CH3:37])[CH2:21][CH:22]2[O:35][CH3:36])[C:18](=[O:39])[C:17](=[O:40])[N:16]2[CH:11]([CH2:12][CH2:13][CH2:14][CH2:15]2)[C:10](=[O:41])[O:9][CH:8]([C:42]([CH3:60])=[CH:43][CH:44]2[CH2:49][CH2:48][CH:47]([O:50][Si](C(C)(C)C)(C)C)[CH:46]([O:58][CH3:59])[CH2:45]2)[CH:7]([CH3:61])[CH:6]([O:62][Si](C(C)(C)C)(C)C)[CH2:5][C:4]1([OH:71])[CH3:70])[CH3:2]>C(#N)C>[CH2:1]([CH:3]1[CH:29]=[C:28]([CH3:30])[CH2:27][CH:26]([CH3:31])[CH2:25][CH:24]([O:32][CH3:33])[CH:23]2[O:34][C:19]([OH:38])([CH:20]([CH3:37])[CH2:21][CH:22]2[O:35][CH3:36])[C:18](=[O:39])[C:17](=[O:40])[N:16]2[CH:11]([CH2:12][CH2:13][CH2:14][CH2:15]2)[C:10](=[O:41])[O:9][CH:8]([C:42]([CH3:60])=[CH:43][CH:44]2[CH2:49][CH2:48][CH:47]([OH:50])[CH:46]([O:58][CH3:59])[CH2:45]2)[CH:7]([CH3:61])[CH:6]([OH:62])[CH2:5][C:4]1([OH:71])[CH3:70])[CH3:2]. Procedure details: A solution of 0.086 g (0.082 mmole) of 17-ethyl-14-t-butyldimethylsilyloxy-1,16-dihydroxy-12-[2'-(4"-t-butyldimethylsilyloxy-3"-methoxycyclohexyl)-1'-methylvinyl]-23,25-dimethoxy-16-methyl-13,19,21,27-tetramethyl-11,28-dioxa-4-azatricyclo[22.3.1.04,9 ]octacos-18-ene-2,3,10-trione in 2 mL of a solution of 1:9 48% aqueous HF-acetonitrile was stirred at room temperature for 8 h. The reaction was quenched by addition of 2 mL of ethoxytrimethylsilane and the solution was concentrated to dryness under... Starting materials: C([O-])([O-])=O.[Na+].[Na+] (sodium carbonate), N1C=C(C2=CC=CC=C12)CCCN(CCCN)C (N-[3-(3-indolyl)propyl]-N-methyl-1,3-diaminopropane), C(C1=CC=CC=C1)(=O)Cl (benzoyl chloride). Solvent: N1=CC=CC=C1 (pyridine), C(Cl)Cl (methylene chloride), C(Cl)Cl (methylene chloride). Conditions: time 2 hour. Yields the product C(C1=CC=CC=C1)(=O)NCCCN(C)CCCC1=CNC2=CC=CC=C12 (N-benzoyl-N'-[3-(3-indolyl)propyl]-N'-methyl-1,3-diaminopropane). Reaction SMILES: [C:1](Cl)(=[O:8])[C:2]1[CH:7]=[CH:6][CH:5]=[CH:4][CH:3]=1.[NH:10]1[C:18]2[C:13](=[CH:14][CH:15]=[CH:16][CH:17]=2)[C:12]([CH2:19][CH2:20][CH2:21][N:22]([CH3:27])[CH2:23][CH2:24][CH2:25][NH2:26])=[CH:11]1.C(=O)([O-])[O-].[Na+].[Na+]>C(Cl)Cl.N1C=CC=CC=1>[C:1]([NH:26][CH2:25][CH2:24][CH2:23][N:22]([CH2:21][CH2:20][CH2:19][C:12]1[C:13]2[C:18](=[CH:17][CH:16]=[CH:15][CH:14]=2)[NH:10][CH:11]=1)[CH3:27])(=[O:8])[C:2]1[CH:7]=[CH:6][CH:5]=[CH:4][CH:3]=1 |f:2.3.4|. Procedure details: A solution of 10.1 g benzoyl chloride in 15 ml anhydrous methylene chloride is added dropwise with stirring for 25 minutes between 0° and 10° to a solution of 14.5 g N-[3-(3-indolyl)propyl]-N-methyl-1,3-diaminopropane in 150 ml anhydrous pyridine and the reddish clear solution is stirred for 2 hours at 0°. The reaction mixture is divided between a 2 N sodium carbonate solution and methylene chloride, and the organic phase is washed, dried and evaporated. Chromatographic purification of the resin... Reactants: C(C)(C)(C)OC(=O)N1CCN(CC1)C1=CC2=C(N=C(N2)NC=2N(C=CN2)C2CCCC2)C=C1C(NC1=CC=C2C=NNC2=C1)=O (4-[2-(1-cyclopentyl-1H-imidazol-2-ylamino)-6-(1H-indazol-6-ylcarbamoyl)-3H-benzoimidazol-5-yl]-piperazine-1-carboxylic acid tert-butyl ester), Cl (HCl). Run in O1CCOCC1 (dioxane). Yields the product N1N=CC2=CC=C(C=C12)NC(=O)C1=CC2=C(NC(=N2)NC=2N(C=CN2)C2CCCC2)C=C1N1CCNCC1 (2-(1-cyclopentyl-1H-imidazol-2-ylamino)-6-piperazin-1-yl-1H-benzoimidazole-5-carboxylic acid (1H-indazol-6-yl)amide), hydrochloride salt. Reaction SMILES: C(OC([N:8]1[CH2:13][CH2:12][N:11]([C:14]2[C:33]([C:34](=[O:45])[NH:35][C:36]3[CH:44]=[C:43]4[C:39]([CH:40]=[N:41][NH:42]4)=[CH:38][CH:37]=3)=[CH:32][C:17]3[N:18]=[C:19]([NH:21][C:22]4[N:23]([CH:27]5[CH2:31][CH2:30][CH2:29][CH2:28]5)[CH:24]=[CH:25][N:26]=4)[NH:20][C:16]=3[CH:15]=2)[CH2:10][CH2:9]1)=O)(C)(C)C.Cl>O1CCOCC1>[NH:42]1[C:43]2[C:39](=[CH:38][CH:37]=[C:36]([NH:35][C:34]([C:33]3[C:14]([N:11]4[CH2:12][CH2:13][NH:8][CH2:9][CH2:10]4)=[CH:15][C:16]4[NH:20][C:19]([NH:21][C:22]5[N:23]([CH:27]6[CH2:28][CH2:29][CH2:30][CH2:31]6)[CH:24]=[CH:25][N:26]=5)=[N:18][C:17]=4[CH:32]=3)=[O:45])[CH:44]=2)[CH:40]=[N:41]1. Procedure details: The product from Example 182 was treated with 4M HCl in dioxane employing the procedure described for Example 156 to afford 2-(1-cyclopentyl-1H-imidazol-2-ylamino)-6-piperazin-1-yl-1H-benzoimidazole-5-carboxylic acid (1H-indazol-6-yl)amide as a hydrochloride salt. MS: m/z 511 (M+H)+. The reactants are CN(C)C=O, Cc1cccc(C)c1-c1ccc(C(=O)O)cc1, O=C(Cl)C(=O)Cl, ClCCl. Reaction SMILES: [CH3:18][N:19]([CH3:20])[CH:21]=[O:22].[CH3:1][c:2]1[c:3](-[c:9]2[cH:10][cH:11][c:12]([C:15](=[O:16])[OH:17])[cH:13][cH:14]2)[c:4]([CH3:8])[cH:5][cH:6][cH:7]1.[Cl:23][C:24]([C:25]([Cl:26])=[O:27])=[O:28].[Cl:29][CH2:30][Cl:31]>>[CH3:1][c:2]1[c:3](-[c:9]2[cH:10][cH:11][c:12]([C:15](=[O:16])[OH:17])[cH:13][cH:14]2)[c:4]([CH3:8])[cH:5][cH:6][cH:7]1.[Cl-:23]. The product is Cc1cccc(C)c1-c1ccc(C(=O)O)cc1, [Cl-]. Reactants: C(C)(=O)N1C(CC2=CC=C(C=C12)Cl)=O (1-acetyl-6-chloro-2-indolinone), CCOC(C1=CC=CC=C1)(OCC)OCC (triethyl orthobenzoate). Run in C(C)(=O)OC(C)=O (acetic anhydride). The product is C(C)(=O)N1C(C(C2=CC=C(C=C12)Cl)=C(C1=CC=CC=C1)OCC)=O (1-acetyl-3-[1-ethoxy-1-phenyl-methylene]-6-chloro-2-indolinone). Reaction SMILES: [C:1]([N:4]1[C:12]2[C:7](=[CH:8][CH:9]=[C:10]([Cl:13])[CH:11]=2)[CH2:6][C:5]1=[O:14])(=[O:3])[CH3:2].[CH3:15][CH2:16][O:17][C:18](OCC)(OCC)[C:19]1[CH:24]=[CH:23][CH:22]=[CH:21][CH:20]=1>C(OC(=O)C)(=O)C>[C:1]([N:4]1[C:12]2[C:7](=[CH:8][CH:9]=[C:10]([Cl:13])[CH:11]=2)[C:6](=[C:18]([O:17][CH2:16][CH3:15])[C:19]2[CH:24]=[CH:23][CH:22]=[CH:21][CH:20]=2)[C:5]1=[O:14])(=[O:3])[CH3:2]. Procedure details: A solution of 41.9 g 1-acetyl-6-chloro-2-indolinone (educt V.1) and 136 ml triethyl orthobenzoate in 150 ml acetic anhydride is stirred for six hours at 120° C. After cooling the mixture is evaporated down by half, the crystals precipitated are suction filtered and dried at 100° C. in vacuo.